Dataset: the Open Reaction Database (ORD), a public repository of structured organic reaction records. Task: describe an organic reaction: reactants, conditions, products, and yield The product is Cl, CN1CCC(COc2ccc(O)c(C(=O)Nc3cc(-c4ccccc4)ccc3C(=O)O)c2)CC1. Reactants: CC(C)O, Cl, [Na+], [OH-], O, COC(=O)c1ccc(-c2ccccc2)cc1NC(=O)c1cc(OCC2CCN(C)CC2)ccc1O. Reaction SMILES: [CH3:3][CH:4]([OH:5])[CH3:6].[ClH:42].[Na+:2].[OH-:1].[OH2:43].[OH:7][c:8]1[c:9]([C:10](=[O:11])[NH:12][c:13]2[c:14]([C:15](=[O:16])[O:17][CH3:18])[cH:19][cH:20][c:21](-[c:23]3[cH:24][cH:25][cH:26][cH:27][cH:28]3)[cH:22]2)[cH:29][c:30]([O:33][CH2:34][CH:35]2[CH2:36][CH2:37][N:38]([CH3:41])[CH2:39][CH2:40]2)[cH:31][cH:32]1>>[ClH:42].[OH:7][c:8]1[c:9]([C:10](=[O:11])[NH:12][c:13]2[c:14]([C:15](=[O:16])[OH:17])[cH:19][cH:20][c:21](-[c:23]3[cH:24][cH:25][cH:26][cH:27][cH:28]3)[cH:22]2)[cH:29][c:30]([O:33][CH2:34][CH:35]2[CH2:36][CH2:37][N:38]([CH3:41])[CH2:39][CH2:40]2)[cH:31][cH:32]1. Starting materials: C1CCOC1, Cc1c(CC(N)=O)c2cc([N+](=O)[O-])ccc2n1Cc1ccccc1, CO, CCOC(C)=O, CCO, [H][H]. Yields the product Cc1c(CC(N)=O)c2cc(N)ccc2n1Cc1ccccc1. RXN SMILES: [CH2:35]1[O:36][CH2:37][CH2:38][CH2:39]1.[CH3:1][c:2]1[n:3]([CH2:18][c:19]2[cH:20][cH:21][cH:22][cH:23][cH:24]2)[c:4]2[cH:5][cH:6][c:7]([N+:15]([O-:16])=[O:17])[cH:8][c:9]2[c:10]1[CH2:11][C:12](=[O:13])[NH2:14].[CH3:27][OH:28].[CH3:29][CH2:30][O:31][C:32]([CH3:33])=[O:34].[CH3:40][CH2:41][OH:42].[H:25][H:26]>>[CH3:1][c:2]1[n:3]([CH2:18][c:19]2[cH:20][cH:21][cH:22][cH:23][cH:24]2)[c:4]2[cH:5][cH:6][c:7]([NH2:15])[cH:8][c:9]2[c:10]1[CH2:11][C:12](=[O:13])[NH2:14]. The reactants are C(C)(C)(C)OC(N(C(CC=C)C1=CC=C(C=C1)Br)CC=C)=O (Allyl-[1-(4-bromo-phenyl)-but-3-enyl]-carbamic acid tert-butyl ester), olefin. Reagents/catalysts: Cl[Ru](Cl)([P](C1CCCCC1)(C2CCCCC2)C3CCCCC3)([P](C4CCCCC4)(C5CCCCC5)C6CCCCC6)=CC7=CC=CC=C7 (Grubb's catalyst). The solvent is C(Cl)Cl (CH2Cl2). Yields the product C(C)(C)(C)OC(=O)N1C(CC=CC1)C1=CC=C(C=C1)Br (2-(4-Bromo-phenyl)-3,6-dihydro-2H-pyridine-1-carboxylic acid tert-butyl ester). The yield is 75.0%. RXN SMILES: [C:1]([O:5][C:6](=[O:22])[N:7]([CH2:19][CH:20]=[CH2:21])[CH:8]([C:12]1[CH:17]=[CH:16][C:15]([Br:18])=[CH:14][CH:13]=1)[CH2:9]C=C)([CH3:4])([CH3:3])[CH3:2]>C(Cl)Cl.Cl[Ru](=CC1C=CC=CC=1)([P](C1CCCCC1)(C1CCCCC1)C1CCCCC1)([P](C1CCCCC1)(C1CCCCC1)C1CCCCC1)Cl>[C:1]([O:5][C:6]([N:7]1[CH2:19][CH:20]=[CH:21][CH2:9][CH:8]1[C:12]1[CH:13]=[CH:14][C:15]([Br:18])=[CH:16][CH:17]=1)=[O:22])([CH3:2])([CH3:3])[CH3:4] |^1:34,53|. Procedure: Allyl-[1-(4-bromo-phenyl)-but-3-enyl]-carbamic acid tert-butyl ester (300 mg, 0.82 mmol) in CH2Cl2 (10 mL) is degassed and the 2nd generation of Grubb's catalyst (40 mg, 5%) is added under N2. The reaction did not proceed at room temperature and the mixture is brought to reflux. TLC is used to determine complete reaction of the olefin. The mixture is loaded onto a column and purified to provide the desired product (208 mg, 75%). 1H NMR (300 MHz, CDCl3) ∂7.43(2H, d, J=8.1 Hz), 7.17-7.26 (2H, m), ... Starting materials: C1CCOC1, Cc1cc(-c2nnn(C)n2)cc(C)c1O, CCOC(=O)N=NC(=O)OCC, CCc1ncc(CCCO)n1C, c1ccc(P(c2ccccc2)c2ccccc2)cc1. The product is CCc1ncc(CCCOc2c(C)cc(-c3nnn(C)n3)cc2C)n1C. As a reaction SMILES: [CH2:59]1[O:60][CH2:61][CH2:62][CH2:63]1.[CH3:13][n:14]1[n:15][c:16](-[c:19]2[cH:20][c:21]([CH3:27])[c:22]([OH:26])[c:23]([CH3:25])[cH:24]2)[n:17][n:18]1.[O:47]=[C:48]([O:49][CH2:50][CH3:51])[N:52]=[N:53][C:54]([O:55][CH2:56][CH3:57])=[O:58].[OH:1][CH2:2][CH2:3][CH2:4][c:5]1[cH:6][n:7][c:8]([CH2:11][CH3:12])[n:9]1[CH3:10].[c:28]1([P:29]([c:30]2[cH:31][cH:32][cH:33][cH:34][cH:35]2)[c:36]2[cH:37][cH:38][cH:39][cH:40][cH:41]2)[cH:42][cH:43][cH:44][cH:45][cH:46]1>>[O:1]([CH2:2][CH2:3][CH2:4][c:5]1[cH:6][n:7][c:8]([CH2:11][CH3:12])[n:9]1[CH3:10])[c:22]1[c:21]([CH3:27])[cH:20][c:19](-[c:16]2[n:15][n:14]([CH3:13])[n:18][n:17]2)[cH:24][c:23]1[CH3:25]. The reactants are N1(CC(CCC1)C(=O)[O-])C(=O)OCC1=CC=CC=C1 (1-benzyl piperidine-1,3-dicarboxylate), 2,2-dimethyl-1,3-dioxolane-4,6-dione, C([O-])([O-])=O.NC(=[NH2+])N.NC(=[NH2+])N (guanidinium carbonate), Cl.CN(CCCN=C=NCC)C ((3-dimethylaminopropyl)ethylcarbodiimide hydrochloride). The reagents and catalysts are CN(C1=CC=NC=C1)C (4-dimethylamino-pyridine). Solvent: ClCCl (dichloromethane), ClCCl (dichloromethane). Reaction conditions: temperature 0 celsius, time 1 hour. Yields the product NC1=NC(=CC(=N1)C1CN(CCC1)C(=O)OCC1=CC=CC=C1)O (Benzyl 3-(2-amino-6-hydroxypyrimidin-4-yl)piperidine-1-carboxylate). Reaction SMILES: [N:1]1([C:10]([O:12][CH2:13][C:14]2[CH:19]=[CH:18][CH:17]=[CH:16][CH:15]=2)=[O:11])[CH2:6][CH2:5][CH2:4][CH:3]([C:7]([O-])=O)[CH2:2]1.Cl.[CH3:21]N(C)CCCN=C=NCC.[C:32](=[O:35])([O-])[O-].[NH2:36][C:37]([NH2:39])=[NH2+:38].NC(N)=[NH2+]>CN(C)C1C=CN=CC=1.ClCCl>[NH2:38][C:37]1[N:39]=[C:7]([CH:3]2[CH2:4][CH2:5][CH2:6][N:1]([C:10]([O:12][CH2:13][C:14]3[CH:19]=[CH:18][CH:17]=[CH:16][CH:15]=3)=[O:11])[CH2:2]2)[CH:21]=[C:32]([OH:35])[N:36]=1 |f:1.2,3.4.5|. Procedure: 2 g (7.59 mmol) of 1-benzyl piperidine-1,3-dicarboxylate, 1.31 g (9.11 mmol) of 2,2-dimethyl-1,3-dioxolane-4,6-dione and 1.85 g (15.19 mmol) of 4-dimethylamino-pyridine are initially charged in 12 ml of dichloromethane, and the mixture is cooled to 0° C. 1.60 g (8.35 mmol) of (3-dimethylaminopropyl)ethylcarbodiimide hydrochloride are added. The mixture is stirred at 0° C. for one hour and then at room temperature for 18 hours. The reaction mixture is diluted with dichloromethane (50 ml) and wash...